This data is from the Open Reaction Database (ORD), a public repository of structured organic reaction records. The task is: describe an organic reaction: reactants, conditions, products, and yield Starting materials: amine, N([C@@H](CC1=CC=C(C=C1)O)C(=O)NCC(=O)NCC(=O)N[C@@H](CC1=CC=CC=C1)C(=O)N[C@@H](CCSC)C(=O)N[C@@H]([C@H](OCC1=CC=CC=C1)C)C(=O)N[C@@H](COCC1=CC=CC=C1)C(=O)N[C@@H](CCC(OCC1=CC=CC=C1)=O)C(=O)N[C@@H](CCCCNC(=O)OCC1=CC=CC=C1)C(=O)O)C(=O)OCC1=CC=CC=C1 (Z-Tyr-Gly-Gly-Phe-Met-Thr(Bzl)-Ser(Bzl)-Glu(OBzl)-Lys(Z)-OH), C=1C=CC2=C(C1)N=NN2O (HOBt), C1CCC(CC1)N=C=NC2CCCCC2 (DCC), CC(=O)O (AcOH). Run in C1(=CC=CC=C1)O (phenol), CN(C)C=O (DMF). Reaction conditions: temperature 0 celsius, time 1 hour. Product: C1CCC(CC1)N=C=NC2CCCCC2.C=1C=CC2=C(C1)N=NN2O (DCC HOBt). RXN SMILES: N(C(OCC1C=CC=CC=1)=O)[C@H](C(NCC(NCC(N[C@H](C(N[C@H](C(N[C@H](C(N[C@H](C(N[C@H](C(N[C@H](C(O)=O)CCCCNC(OCC1C=CC=CC=1)=O)=O)CCC(=O)OCC1C=CC=CC=1)=O)COCC1C=CC=CC=1)=O)[C@@H](C)OCC1C=CC=CC=1)=O)CCSC)=O)CC1C=CC=CC=1)=O)=O)=O)CC1C=CC(O)=CC=1.[CH:113]1[CH:114]=[CH:115][C:116]2[N:121]([OH:122])[N:120]=[N:119][C:117]=2[CH:118]=1.[CH2:123]1[CH2:128][CH2:127][CH:126]([N:129]=[C:130]=[N:131][CH:132]2[CH2:137][CH2:136][CH2:135][CH2:134][CH2:133]2)[CH2:125][CH2:124]1.CC(O)=O>CN(C=O)C.C1(O)C=CC=CC=1>[CH2:135]1[CH2:134][CH2:133][CH:132]([N:131]=[C:130]=[N:129][CH:126]2[CH2:127][CH2:128][CH2:123][CH2:124][CH2:125]2)[CH2:137][CH2:136]1.[CH:113]1[CH:114]=[CH:115][C:116]2[N:121]([OH:122])[N:120]=[N:119][C:117]=2[CH:118]=1 |f:6.7|. Reported procedure: Z-Tyr-Gly-Gly-Phe-Met-Thr(Bzl)-Ser(Bzl)-Glu(OBzl)-Lys(Z)-OH (VI) (0.311g, 0.2 mmol) was dissolved in DMF (2 ml) and the solution was cooled to 0° C. HOBt (0.065g, 0.4 mmol) was added, followed by DCC (0.045g, 0.22 mmol). The mixture was stirred for 1 hour at 0° C and for 1 hour at room temperature. It was then added to a solution of the above docosapeptide amine dissolved in molten phenol. The mixture was stirred for 3 days at room temperature. It was poured slowly to a stirred, cold (0° C), sol... Reported procedure: A benzene solution of 5-[(2,5-difluorophenyl)[(4-fluorophenyl)sulfonyl]methyl]-N-(1-hydroxymethyl)-4-methylpyridine-2-carboxamide (155 mg, 0.344 mmol) obtained in Example 85, 3-pyridinemethanol (40 μl, 0.413 mmol) and p-toluenesulfonic acid dihydrate (98 mg, 0.516 mmol) was heated to reflux for 2 hours while distilling off water. The reaction solution was returned to room temperature, subsequently saturated aqueous sodium hydrogencarbonate was added, and the mixture was extracted with ethyl acet... Isolated yield 24.7%. Yields the product FC1=C(C=C(C=C1)F)C(C=1C(=CC(=NC1)C(=O)NCOCC=1C=NC=CC1)C)S(=O)(=O)C1=CC=C(C=C1)F (5-[(2,5-Difluorophenyl) [(4-fluorophenyl)sulfonyl]methyl]-4-methyl-N-[(pyridin-3-ylmethoxy)methyl]pyridine-2-carboxamide). Run in C1=CC=CC=C1 (benzene). The reactants are FC1=C(C=C(C=C1)F)C(C=1C(=CC(=NC1)C(=O)NCO)C)S(=O)(=O)C1=CC=C(C=C1)F (5-[(2,5-difluorophenyl)[(4-fluorophenyl)sulfonyl]methyl]-N-(1-hydroxymethyl)-4-methylpyridine-2-carboxamide), N1=CC(=CC=C1)CO (3-pyridinemethanol), O.O.C1(=CC=C(C=C1)S(=O)(=O)O)C (p-toluenesulfonic acid dihydrate). Reaction SMILES: [F:1][C:2]1[CH:7]=[CH:6][C:5]([F:8])=[CH:4][C:3]=1[CH:9]([S:22]([C:25]1[CH:30]=[CH:29][C:28]([F:31])=[CH:27][CH:26]=1)(=[O:24])=[O:23])[C:10]1[C:11]([CH3:21])=[CH:12][C:13]([C:16]([NH:18][CH2:19][OH:20])=[O:17])=[N:14][CH:15]=1.[N:32]1[CH:37]=[CH:36][CH:35]=[C:34]([CH2:38]O)[CH:33]=1.O.O.C1(C)C=CC(S(O)(=O)=O)=CC=1>C1C=CC=CC=1>[F:1][C:2]1[CH:7]=[CH:6][C:5]([F:8])=[CH:4][C:3]=1[CH:9]([S:22]([C:25]1[CH:26]=[CH:27][C:28]([F:31])=[CH:29][CH:30]=1)(=[O:24])=[O:23])[C:10]1[C:11]([CH3:21])=[CH:12][C:13]([C:16]([NH:18][CH2:19][O:20][CH2:38][C:34]2[CH:33]=[N:32][CH:37]=[CH:36][CH:35]=2)=[O:17])=[N:14][CH:15]=1 |f:2.3.4|. The reactants are CC(=O)C1(CC1)CC (1-ethylcyclopropyl methyl ketone), C(C1=CC(OC)=C(OC)C=C1)=O (veratraldehyde), A1. Product: C(C)C1(CC1)C(=O)C=CC1=CC(=C(C=C1)OC)OC (2-(3,4-Dimethoxyphenyl)vinyl 1-ethylcyclopropyl ketone). As a reaction SMILES: [CH3:1][C:2]([C:4]1([CH2:7][CH3:8])[CH2:6][CH2:5]1)=[O:3].[CH:9](=O)[C:10]1[CH:19]=[CH:18][C:15]([O:16][CH3:17])=[C:12]([O:13][CH3:14])[CH:11]=1>>[CH2:7]([C:4]1([C:2]([CH:1]=[CH:9][C:10]2[CH:19]=[CH:18][C:15]([O:16][CH3:17])=[C:12]([O:13][CH3:14])[CH:11]=2)=[O:3])[CH2:6][CH2:5]1)[CH3:8]. Procedure: 2-(3,4-Dimethoxyphenyl)vinyl 1-ethylcyclopropyl ketone [III; Ar is 3,4-(CH3O)2C6H3, R is C2H5 ] was prepared from 22.4 g. of 1-ethylcyclopropyl methyl ketone and 33.2 g. of veratraldehyde according to the procedure described above in Preparation A1, affording 20.3 g., b.p. 156°-158° C. (0.02 mm.). Reactants: BrBr (Bromine), ClC1=C(C=CC=C1)C(C)=O (1-(2-chloro-phenyl)-ethanone). The solvent is C(C)(=O)O (acetic acid). Reaction conditions: time 8 hour. Yields the product BrCC(=O)C1=C(C=CC=C1)Cl (2-Bromo-1-(chloro-phenyl)-ethanone). Reaction SMILES: [Br:1]Br.[Cl:3][C:4]1[CH:9]=[CH:8][CH:7]=[CH:6][C:5]=1[C:10](=[O:12])[CH3:11]>C(O)(=O)C>[Br:1][CH2:11][C:10]([C:5]1[CH:6]=[CH:7][CH:8]=[CH:9][C:4]=1[Cl:3])=[O:12]. Procedure: Bromine (3.8 mL, 65 mmol) was added dropwise to a solution of 1-(2-chloro-phenyl)-ethanone (10. g, 65 mmol) in acetic acid (75 mL) at 0° C. The mixture was then warmed to room temperature and stirred overnight. The mixture was evaporated to dryness and used in the next step without further purification. Conditions: temperature 80 celsius. Procedure: A mixture of 2 g (13.7 mmol) of 2,3,5,6-tetramethylene-7-oxabicyclo[2.2.1]heptane, 1.47 g (13.7 mmol) of freshly sublimed p-benzoquinone and 20 ml of chloroform was heated at 80° C. for 5 hours under nitrogen. After cooling, the mixture was concentrated to dryness and recrystallised from acetone/methanol (4:1). There were obtained 3.28 g (95%) of 1,2,3,4,8a,9,10,10a-octahydro-2,3-dimethylene-1,4-epoxyanthracene-5,8-dione of melting point 147° C. (decomposition) in the form of yellow crystals. Solvent: C(Cl)(Cl)Cl (chloroform). Isolated yield 95.0%. RXN SMILES: [CH2:1]=[C:2]1[C:7](=[CH2:8])[CH:6]2[O:9][CH:3]1[C:4](=[CH2:11])[C:5]2=[CH2:10].[C:12]1(=[O:19])[CH:17]=[CH:16][C:15](=[O:18])[CH:14]=[CH:13]1>C(Cl)(Cl)Cl>[CH2:11]=[C:4]1[C:5](=[CH2:10])[CH:6]2[O:9][CH:3]1[C:2]1[CH2:1][CH:17]3[CH:16]([CH2:8][C:7]=12)[C:15](=[O:18])[CH:14]=[CH:13][C:12]3=[O:19]. Product: C=C1C2C=3CC4C(C=CC(C4CC3C(C1=C)O2)=O)=O (1,2,3,4,8a,9,10,10a-octahydro-2,3-dimethylene-1,4-epoxyanthracene-5,8-dione). Reactants: C=C1C2C(C(C(C1=C)O2)=C)=C (2,3,5,6-tetramethylene-7-oxabicyclo[2.2.1]heptane), C1(C=CC(C=C1)=O)=O (p-benzoquinone). Starting materials: FC1=CC=C(C=C1)C1=C(C=NN1C)/C=C/C(=O)NC1=CC=C(C=C1)CC(C(=O)OC)O (methyl 3-[4-({(2E)-3-[5-(4-fluorophenyl)-1-methyl-1H-pyrazol-4-yl]prop-2-enoyl}amino)phenyl]-2-hydroxypropionate), [OH-].[Na+] (sodium hydroxide), Cl (hydrochloric acid). Run in CO (methanol). The product is FC1=CC=C(C=C1)C1=C(C=NN1C)/C=C/C(=O)NC1=CC=C(C=C1)CC(C(=O)O)O (3-[4-({(2E)-3-[5-(4-fluorophenyl)-1-methyl-1H-pyrazol-4-yl]prop-2-enoyl}amino)phenyl]-2-hydroxypropionic acid). Isolated yield 61.7%. As a reaction SMILES: [F:1][C:2]1[CH:7]=[CH:6][C:5]([C:8]2[N:12]([CH3:13])[N:11]=[CH:10][C:9]=2/[CH:14]=[CH:15]/[C:16]([NH:18][C:19]2[CH:24]=[CH:23][C:22]([CH2:25][CH:26]([OH:31])[C:27]([O:29]C)=[O:28])=[CH:21][CH:20]=2)=[O:17])=[CH:4][CH:3]=1.[OH-].[Na+].Cl>CO>[F:1][C:2]1[CH:7]=[CH:6][C:5]([C:8]2[N:12]([CH3:13])[N:11]=[CH:10][C:9]=2/[CH:14]=[CH:15]/[C:16]([NH:18][C:19]2[CH:20]=[CH:21][C:22]([CH2:25][CH:26]([OH:31])[C:27]([OH:29])=[O:28])=[CH:23][CH:24]=2)=[O:17])=[CH:4][CH:3]=1 |f:1.2|. Procedure details: A mixture of methyl 3-[4-({(2E)-3-[5-(4-fluorophenyl)-1-methyl-1H-pyrazol-4-yl]prop-2-enoyl}amino)phenyl]-2-hydroxypropionate (1.34 g), a 2N aqueous sodium hydroxide solution (10 ml) and methanol (20 ml) was stirred at room temperature for 1 hr. The reaction mixture was poured into a 1N aqueous hydrochloric acid solution (100 ml). The precipitated solids were collected by filtration, washed with water and dried to give 3-[4-({(2E)-3-[5-(4-fluorophenyl)-1-methyl-1H-pyrazol-4-yl]prop-2-enoyl}amino...